From a dataset of the Open Reaction Database (ORD), a public repository of structured organic reaction records. describe an organic reaction: reactants, conditions, products, and yield Starting materials: NCCNCCNCCNCCN (TEPA), O (Water), NCCNCCNCCNCCN (TEPA), C(CCCCCCCCCCCCCCC(C)C)(=O)O (isostearic acid), NCCNCCNCCNCCN (tetraethylene pentamine), C(CCCCCCCCCCCCCCC(C)C)(=O)O (ISA), C(CCCCCCCCCCCCCCC(C)C)(=O)O (isostearic acid), C(CCCCCCCCCCCCCCC(C)C)(=O)O (ISA). Reaction conditions: temperature 110 celsius. The product is C(CCCCCCCCCCCCCCC(C)C)(=O)O (isostearic acid), NCCNCCNCCNCCN (tetraethylene pentamine), C(CCCCCCCCCCCCCCC(C)C)(=O)O.NCCNCCNCCNCCN (ISA TEPA). As a reaction SMILES: [C:1]([OH:20])(=[O:19])[CH2:2][CH2:3][CH2:4][CH2:5][CH2:6][CH2:7][CH2:8][CH2:9][CH2:10][CH2:11][CH2:12][CH2:13][CH2:14][CH2:15][CH:16]([CH3:18])[CH3:17].[NH2:21][CH2:22][CH2:23][NH:24][CH2:25][CH2:26][NH:27][CH2:28][CH2:29][NH:30][CH2:31][CH2:32][NH2:33].O>>[C:1]([OH:20])(=[O:19])[CH2:2][CH2:3][CH2:4][CH2:5][CH2:6][CH2:7][CH2:8][CH2:9][CH2:10][CH2:11][CH2:12][CH2:13][CH2:14][CH2:15][CH:16]([CH3:17])[CH3:18].[NH2:33][CH2:32][CH2:31][NH:30][CH2:29][CH2:28][NH:27][CH2:26][CH2:25][NH:24][CH2:23][CH2:22][NH2:21].[C:1]([OH:20])(=[O:19])[CH2:2][CH2:3][CH2:4][CH2:5][CH2:6][CH2:7][CH2:8][CH2:9][CH2:10][CH2:11][CH2:12][CH2:13][CH2:14][CH2:15][CH:16]([CH3:17])[CH3:18].[NH2:33][CH2:32][CH2:31][NH:30][CH2:29][CH2:28][NH:27][CH2:26][CH2:25][NH:24][CH2:23][CH2:22][NH2:21] |f:5.6|. Procedure: A reaction product of isostearic acid (ISA) and tetraethylene pentamine (TEPA; Union Carbides HP TEPA) was prepared by adding 450 grams of isostearic acid to a 500 ml round bottom 4-neck flask equipped with a reflux condenser, a stirring bar and a nitrogen bubbler in order to obtain a level sufficient to permit agitation and heat transfer. The flask contents were then heated to 110° C. and 189 grams (about 1 mole) of TEPA were added slowly with mixing. After all of the TEPA was added to the flas... Reactants: CSC1=CC=C(C=C1)B(O)O ([4-(methylthio)phenyl]boronic acid), BrC1=CC=C(C=C1)OCC1CCN(CC1)C(=O)OC(C)C (1-methylethyl 4-{[(4-bromophenyl)oxy]methyl}-1-piperidinecarboxylate), C(=O)([O-])[O-].[Na+].[Na+] (Na2CO3). The reagents and catalysts are C=1C=CC(=CC1)[P](C=2C=CC=CC2)(C=3C=CC=CC3)[Pd]([P](C=4C=CC=CC4)(C=5C=CC=CC5)C=6C=CC=CC6)([P](C=7C=CC=CC7)(C=8C=CC=CC8)C=9C=CC=CC9)[P](C=1C=CC=CC1)(C=1C=CC=CC1)C=1C=CC=CC1 (Pd(PPh3)4). Run in COCCOC (DME). Conditions: temperature 80 celsius. Yields the product CSC1=CC=C(C=C1)C1=CC=C(C=C1)OCC1CCN(CC1)C(=O)OC(C)C (1-Methylethyl 4-({[4′-(methylthio)-4-biphenylyl]oxy}methyl)-1-piperidinecarboxylate). The yield is 18.5%. Reaction SMILES: [CH3:1][S:2][C:3]1[CH:8]=[CH:7][C:6](B(O)O)=[CH:5][CH:4]=1.Br[C:13]1[CH:18]=[CH:17][C:16]([O:19][CH2:20][CH:21]2[CH2:26][CH2:25][N:24]([C:27]([O:29][CH:30]([CH3:32])[CH3:31])=[O:28])[CH2:23][CH2:22]2)=[CH:15][CH:14]=1.C([O-])([O-])=O.[Na+].[Na+]>C1C=CC([P]([Pd]([P](C2C=CC=CC=2)(C2C=CC=CC=2)C2C=CC=CC=2)([P](C2C=CC=CC=2)(C2C=CC=CC=2)C2C=CC=CC=2)[P](C2C=CC=CC=2)(C2C=CC=CC=2)C2C=CC=CC=2)(C2C=CC=CC=2)C2C=CC=CC=2)=CC=1.COCCOC>[CH3:1][S:2][C:3]1[CH:8]=[CH:7][C:6]([C:13]2[CH:14]=[CH:15][C:16]([O:19][CH2:20][CH:21]3[CH2:22][CH2:23][N:24]([C:27]([O:29][CH:30]([CH3:32])[CH3:31])=[O:28])[CH2:25][CH2:26]3)=[CH:17][CH:18]=2)=[CH:5][CH:4]=1 |f:2.3.4,^1:42,44,63,82|. Procedure details: A mixture of [4-(methylthio)phenyl]boronic acid (16.8 mg, 0.1 mmol) and 1-methylethyl 4-{[(4-bromophenyl)oxy]methyl}-1-piperidinecarboxylate (36 mg, 0.10 mmol), Pd(PPh3)4 (5 mg, 0.004 mmol), 2M Na2CO3 (1 mL) and DME (1 mL) was heated at 80° C. overnight. The reaction was cooled to ambient temperature, transferred onto a 1 mL Varian Chem Elut column, eluted with EtOAc, and the filtrate concentrated. The crude product was purified by reverse-phase preparative HPLC using a MeOH:H2O gradient (20:80 ... Reactants: C(C)N1C[C@@H]2CCC(C[C@]2(CC1)C1=CC(=CC=C1)OC)=O ((±)-trans-2-ethyl-4a-(3-methoxyphenyl)-6-oxo-1,2,3,4,4a,5,6,7,8,8a-decahydroisoquinoline), CN(C)C1=CC=CC2=C1C(=CC=C2)N(C)C (proton sponge), C(=C)OC(=O)Cl (vinylchloroformate). Solvent: ClCCCl (1,2-dichloroethane). Run at time 15 minute. The product is Cl.COC=1C=C(C=CC1)[C@@]12CCNC[C@@H]2CCC(C1)=O ((±)-trans-4a-(3-Methoxyphenyl)-6-oxo-1,2,3,4,4a,5,6,7,8,8a-decahydroisoquinoline hydrochloride). Yield: 70.8%. As a reaction SMILES: C([N:3]1[CH2:12][CH2:11][C@@:10]2([C:13]3[CH:18]=[CH:17][CH:16]=[C:15]([O:19][CH3:20])[CH:14]=3)[C@@H:5]([CH2:6][CH2:7][C:8](=[O:21])[CH2:9]2)[CH2:4]1)C.CN(C1C2C(N(C)C)=CC=CC=2C=CC=1)C.C(OC([Cl:43])=O)=C>ClCCCl>[ClH:43].[CH3:20][O:19][C:15]1[CH:14]=[C:13]([C@@:10]23[CH2:9][C:8](=[O:21])[CH2:7][CH2:6][C@H:5]2[CH2:4][NH:3][CH2:12][CH2:11]3)[CH:18]=[CH:17][CH:16]=1 |f:4.5|. Procedure details: A solution of 1.2 g (4.2 mmol) of (±)-trans-2-ethyl-4a-(3-methoxyphenyl)-6-oxo-1,2,3,4,4a,5,6,7,8,8a-decahydroisoquinoline and 1.8 g (12.6 mmol) of proton sponge in 34 ml of 1,2-dichloroethane was treated with 1.4 ml (16.8 mmol) of vinylchloroformate at 0° C. under nitrogen atmosphere. The reaction mixture was stirred at this temperature for 15 min and then refluxed for 3 h, the solvent was removed in vacuo, the residue was taken up in water and extracted with Et2O. The organic layer was washed ... The reactants are N (ammonia), ClC1=C(C=CC=C1)O (2-chlorophenol), NC=1C(N(N(C1C)C)C1=CC=CC=C1)=O (4-amino-1,5-dimethyl-2-phenyl-1,2-dihydro-3H-pyrazol-3-one). Reagents/catalysts: [Fe-3](C#N)(C#N)(C#N)(C#N)(C#N)C#N.[K+].[K+].[K+] (potassium ferricyanide). Solvent: CC(C)O (2-propanol), O (water). The product is ClC1=C\C(\C=CC1=O)=N/C=1C(N(N(C1C)C)C1=CC=CC=C1)=O (4-{[(1Z)-3-chloro-4-oxocyclohexa-2,5-dien-1-ylidene]amino}-1,5-dimethyl-2-phenyl-1,2-dihydro-3H-pyrazol-3-one). RXN SMILES: [NH2:1][C:2]1[C:3](=[O:15])[N:4]([C:9]2[CH:14]=[CH:13][CH:12]=[CH:11][CH:10]=2)[N:5]([CH3:8])[C:6]=1[CH3:7].[Cl:16][C:17]1[CH:22]=[CH:21][CH:20]=[CH:19][C:18]=1[OH:23].N>O.CC(O)C.[Fe-3](C#N)(C#N)(C#N)(C#N)(C#N)C#N.[K+].[K+].[K+]>[Cl:16][C:17]1[C:18](=[O:23])[CH:19]=[CH:20]/[C:21](=[N:1]/[C:2]2[C:3](=[O:15])[N:4]([C:9]3[CH:10]=[CH:11][CH:12]=[CH:13][CH:14]=3)[N:5]([CH3:8])[C:6]=2[CH3:7])/[CH:22]=1 |f:5.6.7.8|. Procedure details: 10 mmol of 4-amino-1,5-dimethyl-2-phenyl-1,2-dihydro-3H-pyrazol-3-one was dissolved in 30 ml of water. This solution was admixed with 10 mmol of 2-chlorophenol in solution in 30 ml of 2-propanol, 3 ml of 20% aqueous ammonia and 22 mmol of potassium ferricyanide at a temperature ranging from 5 to 10° C. Reactants: [N+](=O)(O)[O-] (nitric acid), S(O)(O)(=O)=O (sulfuric acid), CC1=NC=CC(=C1)O (2-methylpyridin-4-ol), C([O-])([O-])=O.[Na+].[Na+] (sodium carbonate). Run at time 2 hour. The product is CC1=NC=CC(=C1[N+](=O)[O-])O (2-methyl-3-nitropyridin-4-ol). Reaction SMILES: [N+:1]([O-:4])(O)=[O:2].S(=O)(=O)(O)O.[CH3:10][C:11]1[CH:16]=[C:15]([OH:17])[CH:14]=[CH:13][N:12]=1.C(=O)([O-])[O-].[Na+].[Na+]>>[CH3:10][C:11]1[C:16]([N+:1]([O-:4])=[O:2])=[C:15]([OH:17])[CH:14]=[CH:13][N:12]=1 |f:3.4.5|. Reported procedure: To a solution of fuming nitric acid (14.51 mL, 345 mmol), and sulfuric acid (14.45 ml, 271 mmol) was added 2-methylpyridin-4-ol (6.5 g, 59.6 mmol) portion wise at 25° C. and then stirred in oil bat set at 130° C. for 2 hours. The reaction was cooled to room temperature, poured over ice and the pH was adjusted to ˜7 using sodium carbonate. The mixture was cooled and a yellow precipitate formed which was then filtered and dried under vacuum for 2 hours in a rotovap set at 60° C. The solids were th... Reactants: N#Cc1cc([N+](=O)[O-])ccc1F, O=C([O-])[O-], CN(C)C=O, CCOC(C)=O, O=C(Cc1cccc(C(F)(F)F)c1)Nc1cc(O)ccc1F, [K+], [K+]. Product: N#Cc1cc([N+](=O)[O-])ccc1Oc1ccc(F)c(NC(=O)Cc2cccc(C(F)(F)F)c2)c1. RXN SMILES: [C:1](#[N:2])[c:3]1[cH:4][c:5]([N+:10](=[O:11])[O-:12])[cH:6][cH:7][c:8]1[F:9].[C:35](=[O:36])([O-:37])[O-:38].[CH3:41][N:42]([CH3:43])[CH:44]=[O:45].[CH3:46][CH2:47][O:48][C:49](=[O:50])[CH3:51].[F:13][c:14]1[c:15]([NH:21][C:22]([CH2:23][c:24]2[cH:25][c:26]([C:30]([F:31])([F:32])[F:33])[cH:27][cH:28][cH:29]2)=[O:34])[cH:16][c:17]([OH:20])[cH:18][cH:19]1.[K+:39].[K+:40]>>[C:1](#[N:2])[c:3]1[cH:4][c:5]([N+:10](=[O:11])[O-:12])[cH:6][cH:7][c:8]1[O:20][c:17]1[cH:16][c:15]([NH:21][C:22]([CH2:23][c:24]2[cH:25][c:26]([C:30]([F:31])([F:32])[F:33])[cH:27][cH:28][cH:29]2)=[O:34])[c:14]([F:13])[cH:19][cH:18]1. Reactants: CC(C)(C)OC(=O)Nc1ccc(Br)cc1NC(=O)OC(C)(C)C, CC(C)(C)NS(=O)(=O)c1ccccc1B(O)O, O=C([O-])[O-], COCCOC, [Fe+2], [Na+], [Na+], Cl[Pd]Cl, c1ccc(P(c2ccccc2)[c-]2cccc2)cc1, c1ccc(P(c2ccccc2)[c-]2cccc2)cc1. Product: CC(C)(C)NS(=O)(=O)c1ccccc1-c1ccc(NC(=O)OC(C)(C)C)c(NC(=O)OC(C)(C)C)c1. Reaction SMILES: [C:1]([CH3:2])([CH3:3])([CH3:4])[O:5][C:6]([NH:7][c:8]1[c:9]([NH:15][C:16](=[O:17])[O:18][C:19]([CH3:20])([CH3:21])[CH3:22])[cH:10][cH:11][c:12]([Br:14])[cH:13]1)=[O:23].[C:24]([CH3:25])([CH3:26])([CH3:27])[NH:28][S:29](=[O:30])(=[O:31])[c:32]1[c:33]([B:38]([OH:39])[OH:40])[cH:34][cH:35][cH:36][cH:37]1.[C:41](=[O:42])([O-:43])[O-:44].[CH3:47][O:48][CH2:49][CH2:50][O:51][CH3:52].[Fe+2:92].[Na+:45].[Na+:46].[Pd:53]([Cl:54])[Cl:55].[cH:56]1[cH:57][cH:58][c:59]([P:60]([c:61]2[cH:62][cH:63][cH:64][cH:65][cH:66]2)[c-:67]2[cH:68][cH:69][cH:70][cH:71]2)[cH:72][cH:73]1.[cH:74]1[cH:75][cH:76][c:77]([P:78]([c:79]2[cH:80][cH:81][cH:82][cH:83][cH:84]2)[c-:85]2[cH:86][cH:87][cH:88][cH:89]2)[cH:90][cH:91]1>>[C:1]([CH3:2])([CH3:3])([CH3:4])[O:5][C:6]([NH:7][c:8]1[c:9]([NH:15][C:16](=[O:17])[O:18][C:19]([CH3:20])([CH3:21])[CH3:22])[cH:10][cH:11][c:12](-[c:33]2[c:32]([S:29]([NH:28][C:24]([CH3:25])([CH3:26])[CH3:27])(=[O:30])=[O:31])[cH:37][cH:36][cH:35][cH:34]2)[cH:13]1)=[O:23].